From a dataset of the Open Reaction Database (ORD), a public repository of structured organic reaction records. describe an organic reaction: reactants, conditions, products, and yield Reactants: Intermediate D25, Cl.NC1=C2C(=NC=N1)N(N=C2I)C(C)C=2OC(C1=CC=CC=C1C2C=2CCNCC2)=O (3-(1-(4-amino-3-iodo-1H-pyrazolo[3,4-d]pyrimidin-1-yl)ethyl)-4-(1,2,3,6-tetrahydropyridin-4-yl)-1H-isochromen-1-one hydrochloride), CN1CCC(CC1)C(=O)O (1-methylpiperidine-4-carboxylic acid). The product is C(=O)O.NC1=C2C(=NC=N1)N(N=C2I)C(C)C=2OC(C1=CC=CC=C1C2C=2CCN(CC2)C(=O)C2CCN(CC2)C)=O (3-(1-(4-amino-3-iodo-1H-pyrazolo[3,4-d]pyrimidin-1-yl)ethyl)-4-(1-(1-methylpiperidine-4-carbonyl)-1,2,3,6-tetrahydropyridin-4-yl)-1H-isochromen-1-one formate). Yield: 79.9%. RXN SMILES: Cl.[NH2:2][C:3]1[N:8]=[CH:7][N:6]=[C:5]2[N:9]([CH:13]([C:15]3[O:16][C:17](=[O:31])[C:18]4[C:23]([C:24]=3[C:25]3[CH2:26][CH2:27][NH:28][CH2:29][CH:30]=3)=[CH:22][CH:21]=[CH:20][CH:19]=4)[CH3:14])[N:10]=[C:11]([I:12])[C:4]=12.[CH3:32][N:33]1[CH2:38][CH2:37][CH:36]([C:39](O)=[O:40])[CH2:35][CH2:34]1>>[CH:17]([OH:31])=[O:16].[NH2:2][C:3]1[N:8]=[CH:7][N:6]=[C:5]2[N:9]([CH:13]([C:15]3[O:16][C:17](=[O:31])[C:18]4[C:23]([C:24]=3[C:25]3[CH2:26][CH2:27][N:28]([C:39]([CH:36]5[CH2:37][CH2:38][N:33]([CH3:32])[CH2:34][CH2:35]5)=[O:40])[CH2:29][CH:30]=3)=[CH:22][CH:21]=[CH:20][CH:19]=4)[CH3:14])[N:10]=[C:11]([I:12])[C:4]=12 |f:0.1,3.4|. Procedure: Title compound was prepared following the procedure used for the synthesis of Intermediate D25, from 3-(1-(4-amino-3-iodo-1H-pyrazolo[3,4-d]pyrimidin-1-yl)ethyl)-4-(1,2,3,6-tetrahydropyridin-4-yl)-1H-isochromen-1-one hydrochloride (Intermediate D23, 0.200 g, 0.363 mmol), and 1-methylpiperidine-4-carboxylic acid (0.062 g, 0.436 mmol) to give the title compound (99.4 mg, 0.145 mmol, 39.9% yield) as a white powder. Starting materials: COc1cc(C2CC(O)Oc3c2ccc2c3ccn2C)cc(Br)c1OC, C[N+]1([O-])CCOCC1, CCC[N+](CCC)(CCC)CCC, ClCCl, O=[Ru](=O)(=O)[O-]. The product is COc1cc(C2CC(=O)Oc3c2ccc2c3ccn2C)cc(Br)c1OC. Reaction SMILES: [Br:1][c:2]1[cH:3][c:4]([CH:12]2[CH2:13][CH:14]([OH:26])[O:15][c:16]3[c:17]4[c:18]([cH:19][cH:20][c:21]32)[n:22]([CH3:25])[cH:23][cH:24]4)[cH:5][c:6]([O:10][CH3:11])[c:7]1[O:8][CH3:9].[CH3:27][N+:28]1([O-:29])[CH2:30][CH2:31][O:32][CH2:33][CH2:34]1.[CH3:38][CH2:39][CH2:40][N+:41]([CH2:42][CH2:43][CH3:44])([CH2:45][CH2:46][CH3:47])[CH2:48][CH2:49][CH3:50].[Cl:35][CH2:36][Cl:37].[O:51]=[Ru:52](=[O:53])([O-:54])=[O:55]>>[Br:1][c:2]1[cH:3][c:4]([CH:12]2[CH2:13][C:14](=[O:26])[O:15][c:16]3[c:17]4[c:18]([cH:19][cH:20][c:21]32)[n:22]([CH3:25])[cH:23][cH:24]4)[cH:5][c:6]([O:10][CH3:11])[c:7]1[O:8][CH3:9].